Dataset: the Open Reaction Database (ORD), a public repository of structured organic reaction records. Task: describe an organic reaction: reactants, conditions, products, and yield The reactants are C(C(O)CC(=O)[O-])(=[Se])[O-].[Au+3].C(C)P(CC)CC.C(C(O)CC(=O)[O-])(=[Se])[O-].C(C(O)CC(=O)[O-])(=[Se])[O-].[Au+3] (triethylphosphine gold selenomalate), C(=O)([O-])[O-].[Na+].[Na+] (Na2CO3). The solvent is aqueous solution. Reaction conditions: time 1 hour. Yields the product C(C(O)CC(=O)[O-])(=[Se])[O-].[Na+].[Au+3].C(C)P(CC)CC.C(C(O)CC(=O)[O-])(=[Se])[O-] (triethylphosphine gold sodium selenomalate). As a reaction SMILES: [C:1]([O-:9])(=[Se:8])[CH:2]([CH2:4][C:5]([O-:7])=[O:6])[OH:3].[Au+3:10].[CH2:11]([P:13]([CH2:16][CH3:17])[CH2:14][CH3:15])[CH3:12].[C:18]([O-:26])(=[Se:25])[CH:19]([CH2:21][C:22]([O-:24])=[O:23])[OH:20].C([O-])(=[Se])C(CC([O-])=O)O.[Au+3].C([O-])([O-])=O.[Na+:41].[Na+]>>[C:1]([O-:9])(=[Se:8])[CH:2]([CH2:4][C:5]([O-:7])=[O:6])[OH:3].[Na+:41].[Au+3:10].[CH2:11]([P:13]([CH2:16][CH3:17])[CH2:14][CH3:15])[CH3:12].[C:18]([O-:26])(=[Se:25])[CH:19]([CH2:21][C:22]([O-:24])=[O:23])[OH:20] |f:0.1.2.3.4.5,6.7.8,9.10.11.12.13|. Procedure: Then, 30 ml of an aqueous solution containing 3.2 g (10 mmol) of the above-obtained 2-selenoisourea malic acid hydrobromide was prepared. To the solution was dropwise added 20 ml of an aqueous potassium carbonate solution containing 2.04 g (22 mmol) of potassium carbonate at -10° C. To the thus obtained solution was dropwise added 3.51 g (10 mmol) of triethylphosphine gold chloride dissolved in ethanol containing a few drops of methylene chloride at -10° C., and then the mixture was stirred for ...